Dataset: the Open Reaction Database (ORD), a public repository of structured organic reaction records. Task: describe an organic reaction: reactants, conditions, products, and yield The reactants are FC1=C(C(=CC(=C1)OC)F)C/1=C(CCC\C1=C/C=C\1/N(C2=CC=C(C=C2C1(C)C)S(=O)(=O)[O-])CCCCS(=O)(=O)[O-])/C=C/C1=[N+](C2=CC=C(C=C2C1(C)C)S(=O)(=O)[O-])CCCCS(=O)(=O)[O-].[Na+].[Na+].[Na+] (Sodium 2-((E)-2-((E)-2-(2,6-Difluoro-4-methoxyphenyl)-3-((E)-2-(3,3-dimethyl-5-sulfonato-1-(4-sulfonatobutyl)indolin-2-ylidene)ethylidene)cyclohex-1-enyl)vinyl)-3,3-dimethyl-1-(4-sulfonatobutyl)-3H-indolium-5-sulfonate), B(O)(O)C=1C(=C(C(=CC1F)F)CCCCC(=O)O)F (5-(3-borono-2,4,6-trifluorophenyl)pentanoic acid). Product: C(=O)(O)CCCCC=1C(=C(C(=CC1F)F)C/1=C(CCC\C1=C/C=C\1/N(C2=CC=C(C=C2C1(C)C)S(=O)(=O)[O-])CCCCS(=O)(=O)[O-])/C=C/C1=[N+](C2=CC=C(C=C2C1(C)C)S(=O)(=O)[O-])CCCCS(=O)(=O)[O-])F.[Na+].[Na+].[Na+] (Sodium 2-((E)-2-((E)-2-(3-(4-Carboxybutyl)-2,4,6-trifluorophenyl)-3-((E)-2-(3,3-dimethyl-5-sulfonato-1-(4-sulfonatobutyl)indolin-2-ylidene)ethylidene)cyclohex-1-enyl)vinyl)-3,3-dimethyl-1-(4-sulfonatobutyl)-3H-indolium-5-sulfonate). RXN SMILES: FC1C=C(OC)C=C(F)C=1[C:11]1=[C:12]([CH:42]=[CH:43][C:44]2[C:52]([CH3:54])([CH3:53])[C:51]3[C:46](=[CH:47][CH:48]=[C:49]([S:55]([O-:58])(=[O:57])=[O:56])[CH:50]=3)[N+:45]=2[CH2:59][CH2:60][CH2:61][CH2:62][S:63]([O-:66])(=[O:65])=[O:64])[CH2:13][CH2:14][CH2:15]/[C:16]/1=[CH:17]\[CH:18]=[C:19]1\[N:20]([CH2:34][CH2:35][CH2:36][CH2:37][S:38]([O-:41])(=[O:40])=[O:39])[C:21]2[C:26]([C:27]\1([CH3:29])[CH3:28])=[CH:25][C:24]([S:30]([O-:33])(=[O:32])=[O:31])=[CH:23][CH:22]=2.[Na+:67].[Na+].[Na+].B([C:73]1[C:74]([F:88])=[C:75]([CH2:81][CH2:82][CH2:83][CH2:84][C:85]([OH:87])=[O:86])[C:76]([F:80])=[CH:77][C:78]=1[F:79])(O)O>>[C:85]([CH2:84][CH2:83][CH2:82][CH2:81][C:75]1[C:74]([F:88])=[C:73]([C:11]2=[C:16]([CH:17]=[CH:18][C:19]3[C:27]([CH3:29])([CH3:28])[C:26]4[C:21](=[CH:22][CH:23]=[C:24]([S:30]([O-:33])(=[O:31])=[O:32])[CH:25]=4)[N+:20]=3[CH2:34][CH2:35][CH2:36][CH2:37][S:38]([O-:41])(=[O:40])=[O:39])[CH2:15][CH2:14][CH2:13]/[C:12]/2=[CH:42]\[CH:43]=[C:44]2\[N:45]([CH2:59][CH2:60][CH2:61][CH2:62][S:63]([O-:66])(=[O:65])=[O:64])[C:46]3[C:51]([C:52]\2([CH3:54])[CH3:53])=[CH:50][C:49]([S:55]([O-:58])(=[O:56])=[O:57])=[CH:48][CH:47]=3)[C:78]([F:79])=[CH:77][C:76]=1[F:80])([OH:87])=[O:86].[Na+:67].[Na+:67].[Na+:67] |f:0.1.2.3,5.6.7.8|. Reported procedure: Compound 39 is prepared analogously to compound 17 (Example 17), except with 5-(3-borono-2,4,6-trifluorophenyl)pentanoic acid as a starting material. Starting materials: C(C1=CC=CC=C1)OC=1C=C2C(C(COC2=CC1)=CC1=CC(=CC=C1)C(=O)O)=O (6-Benzyloxy-3-(3-carboxyphenylmethylene)-4-chromanone), C1CCOC1.CO (THF MeOH). The reagents and catalysts are [Pd] (Pd/C). Conditions: temperature 0 celsius, time 20 hour. The product is C(=O)(OC)C=1C=C(C=CC1)CC1COC2=CC=C(C=C2C1=O)O (3-(3-Carbomethoxyphenyl)methyl-6-hydroxy-4-chromanone). Isolated yield 63.0%. Reaction SMILES: C([O:8][C:9]1[CH:10]=[C:11]2[C:16](=[CH:17][CH:18]=1)[O:15][CH2:14][C:13](=[CH:19][C:20]1[CH:25]=[CH:24][CH:23]=[C:22]([C:26]([OH:28])=[O:27])[CH:21]=1)[C:12]2=[O:29])C1C=CC=CC=1.[CH2:30]1COCC1.CO>[Pd]>[C:26]([C:22]1[CH:21]=[C:20]([CH2:19][CH:13]2[C:12](=[O:29])[C:11]3[C:16](=[CH:17][CH:18]=[C:9]([OH:8])[CH:10]=3)[O:15][CH2:14]2)[CH:25]=[CH:24][CH:23]=1)([O:28][CH3:30])=[O:27] |f:1.2|. Procedure details: To a solution of 6-benzyloxy-3-)3-carboxyphenylmethylene)-4-chromanone from Step 2 (1.54 g, 3.8 mmol) in 40 ml THF/MeOH (1:3) was added 150 mg of 10% Pd/C. The mixture was hydrogenated at 40 psi for 20 hr. The mixture was filtered through celite. The filtrate was evaporated to dryness and redissolved in THF. The THF solution was cooled to 0° C. and diazomethane was added until no acid remained. Then HOAc was added. The mixture was evaporated to give an oil which was chromatographed on silica gel...